This data is from the Open Reaction Database (ORD), a public repository of structured organic reaction records. The task is: describe an organic reaction: reactants, conditions, products, and yield Reactants: Cc1cc(-c2ccc(C(F)(F)F)nc2)nc(Cl)n1, Ic1c[nH]cn1. Yields the product Cc1cc(-c2ccc(C(F)(F)F)nc2)nc(-n2cnc(I)c2)n1. As a reaction SMILES: [Cl:1][c:2]1[n:3][c:4](-[c:9]2[cH:10][n:11][c:12]([C:15]([F:16])([F:17])[F:18])[cH:13][cH:14]2)[cH:5][c:6]([CH3:8])[n:7]1.[I:19][c:20]1[n:21][cH:22][nH:23][cH:24]1>>[c:2]1(-[n:23]2[cH:22][n:21][c:20]([I:19])[cH:24]2)[n:3][c:4](-[c:9]2[cH:10][n:11][c:12]([C:15]([F:16])([F:17])[F:18])[cH:13][cH:14]2)[cH:5][c:6]([CH3:8])[n:7]1. Starting materials: C#CC(C)O, Cn1c(C(F)(F)F)cc(=O)n(-c2ccc(Cl)cc2O)c1=O, CCOC(=O)N=NC(=O)OCC, C1CCOC1, c1ccc(P(c2ccccc2)c2ccccc2)cc1. Yields the product C#CC(C)Oc1cc(Cl)ccc1-n1c(=O)cc(C(F)(F)F)n(C)c1=O. Reaction SMILES: [CH:22]#[C:23][CH:24]([CH3:25])[OH:26].[Cl:1][c:2]1[cH:3][c:4]([OH:21])[c:5](-[n:8]2[c:9](=[O:20])[n:10]([CH3:19])[c:11]([C:15]([F:16])([F:17])[F:18])[cH:12][c:13]2=[O:14])[cH:6][cH:7]1.[O:46]=[C:47]([O:48][CH2:49][CH3:50])[N:51]=[N:52][C:53]([O:54][CH2:55][CH3:56])=[O:57].[O:58]1[CH2:59][CH2:60][CH2:61][CH2:62]1.[c:27]1([P:28]([c:29]2[cH:30][cH:31][cH:32][cH:33][cH:34]2)[c:35]2[cH:36][cH:37][cH:38][cH:39][cH:40]2)[cH:41][cH:42][cH:43][cH:44][cH:45]1>>[Cl:1][c:2]1[cH:3][c:4]([O:21][CH:24]([C:23]#[CH:22])[CH3:25])[c:5](-[n:8]2[c:9](=[O:20])[n:10]([CH3:19])[c:11]([C:15]([F:16])([F:17])[F:18])[cH:12][c:13]2=[O:14])[cH:6][cH:7]1. Reactants: COCC=Cc1cnc(Nc2cnc(C#N)cn2)cc1NCC1CCN(C(=O)OC(C)(C)C)CC1, ClCCl, O=C(O)C(F)(F)F. Product: COCC=Cc1cnc(Nc2cnc(C#N)cn2)cc1NCC1CCNCC1. As a reaction SMILES: [C:8](#[N:9])[c:10]1[n:11][cH:12][c:13]([NH:16][c:17]2[n:18][cH:19][c:20]([CH:38]=[CH:39][CH2:40][O:41][CH3:42])[c:21]([NH:23][CH2:24][CH:25]3[CH2:26][CH2:27][N:28]([C:31]([O:32][C:33]([CH3:34])([CH3:35])[CH3:36])=[O:37])[CH2:29][CH2:30]3)[cH:22]2)[n:14][cH:15]1.[Cl:43][CH2:44][Cl:45].[F:1][C:2]([F:3])([F:4])[C:5]([OH:6])=[O:7]>>[C:8](#[N:9])[c:10]1[n:11][cH:12][c:13]([NH:16][c:17]2[n:18][cH:19][c:20]([CH:38]=[CH:39][CH2:40][O:41][CH3:42])[c:21]([NH:23][CH2:24][CH:25]3[CH2:26][CH2:27][NH:28][CH2:29][CH2:30]3)[cH:22]2)[n:14][cH:15]1. The solvent is CCCCCC (hexane), CCCCCC (hexane). The reactants are C=CC (propylene), C=C (ethylene), VOCl3. Procedure: Ethylene, propylene and dicyclopentadiene were solution-polymerized at a temperature of 56° C. and a pressure of 2 atmospheres in the presence of a catalyst composed of a 0.5 mmol/1 hexane solution of VOCl3 and a 2.5 mmole/1 hexane solution of (C2H5)1.5 AlCl1.5. The volume ratio of propylene to ethylene was maintained at 3:2. Product: C=C (Ethylene), C=CC (propylene), C1C=CC2C1C3CC2C=C3 (dicyclopentadiene). As a reaction SMILES: [CH2:1]=[CH:2][CH3:3].[CH2:4]=[CH2:5]>CCCCCC>[CH2:1]=[CH2:2].[CH2:1]=[CH:2][CH3:3].[CH2:2]1[CH:3]2[CH:5]3[CH:4]=[CH:1][CH:2]([CH:5]2[CH:4]=[CH:1]1)[CH2:3]3.